Dataset: the Open Reaction Database (ORD), a public repository of structured organic reaction records. Task: describe an organic reaction: reactants, conditions, products, and yield The reactants are C(C1=CC=CC=C1)OC=1C=CC2=C(C=C(O2)C=O)C1C(C)(C)C (5-benzyloxy-4-t-butyl-2-formylbenzofuran), C(C)(=O)OCC (ethyl acetate), C(C)(=O)O (acetic acid), [H][H] (hydrogen). Reagents/catalysts: [Pd] (palladium on carbon). Solvent: CCCCCC (n-hexane). The product is C(C)(C)(C)C1=C(C=CC2=C1C=C(O2)C)O (4-t-butyl-5-hydroxy-2-methylbenzofuran). The yield is 16.6%. As a reaction SMILES: C([O:8][C:9]1[CH:10]=[CH:11][C:12]2[O:16][C:15]([CH:17]=O)=[CH:14][C:13]=2[C:19]=1[C:20]([CH3:23])([CH3:22])[CH3:21])C1C=CC=CC=1.C(OCC)(=O)C.C(O)(=O)C.[H][H]>[Pd].CCCCCC>[C:20]([C:19]1[C:13]2[CH:14]=[C:15]([CH3:17])[O:16][C:12]=2[CH:11]=[CH:10][C:9]=1[OH:8])([CH3:23])([CH3:22])[CH3:21]. Reported procedure: A solution of 1.0 g of 5-benzyloxy-4-t-butyl-2-formylbenzofuran in a mixed solvent of 50 ml of ethyl acetate and 2 ml of acetic acid was vigorously stirred with 1.0 g of 10%palladium on carbon for 20 hours in a hydrogen atmosphere. After the palladium on carbon was filtered out, the filtrate was concentrated and the concentrate was purified by silica gel column chromatography (in n-hexane containing 20%ethyl acetate) to give 0.11 g of 4-t-butyl-5-hydroxy-2-methylbenzofuran as a white crystal (yi...